Dataset: the Open Reaction Database (ORD), a public repository of structured organic reaction records. Task: describe an organic reaction: reactants, conditions, products, and yield Reactants: C1(CC1)\C(\C)=N\S(=O)C(C)(C)C ((E)-N-(1-cyclopropylethylidene)-2-methylpropane-2-sulfinamide), C[Al](C)C (Me3Al), [Li]C (MeLi). Solvent: C1(=CC=CC=C1)C (toluene). Run at temperature -78 celsius, time 20 minute. Product: C1(CC1)C(C)(C)NS(=O)C(C)(C)C (N-(2-cyclopropylpropan-2-yl)-2-methylpropane-2-sulfinamide). Isolated yield 27.7%. RXN SMILES: [CH:1]1(/[C:4](=[N:6]/[S:7]([C:9]([CH3:12])([CH3:11])[CH3:10])=[O:8])/[CH3:5])[CH2:3][CH2:2]1.[CH3:13][Al](C)C.[Li]C>C1(C)C=CC=CC=1>[CH:1]1([C:4]([NH:6][S:7]([C:9]([CH3:12])([CH3:11])[CH3:10])=[O:8])([CH3:13])[CH3:5])[CH2:3][CH2:2]1. Procedure: To a stirred solution of (E)-N-(1-cyclopropylethylidene)-2-methylpropane-2-sulfinamide (0.6 g, 3.2 mmol) in 30 mL of toluene at −78° C. was added Me3Al (1.76 mL, 3.5 mmol, 2M in toluene) under nitrogen atmosphere. After stirred 20 minutes at −78° C., MeLi (2.3 mL, 7 mmol, 3M in dimethoxymethane) was added drop-wise and the mixture stirred at −78° C. for 4 hours. The reaction was quenched by adding 2 mL of water. The solvent was removed under reduced pressure and the residue was purified by colum... Reactants: C(C(C)(C)C)N=C=NC=1C=NC=CC1 (N-neopentyl-N'-3-pyridylcarbodiimide), C(C)(C)(C)N=C=NC=1C=NC=CC1 (N-tert-butyl-N'-3-pyridylcarbodiimide). Product: C(#N)N=C(NCC(C)(C)C)NC=1C=NC=CC1 (N"-cyano-N-neopentyl-N'-3-pyridylguanidine). Reaction SMILES: [CH2:1]([N:6]=[C:7]=[N:8][C:9]1[CH:10]=[N:11][CH:12]=[CH:13][CH:14]=1)[C:2]([CH3:5])([CH3:4])[CH3:3].C([N:19]=[C:20]=[N:21]C1C=NC=CC=1)(C)(C)C>>[C:20]([N:21]=[C:7]([NH:8][C:9]1[CH:10]=[N:11][CH:12]=[CH:13][CH:14]=1)[NH:6][CH2:1][C:2]([CH3:5])([CH3:4])[CH3:3])#[N:19]. Procedure details: By following the procedure of Example 1, but substituting N-neopentyl-N'-3-pyridylcarbodiimide for the N-tert-butyl-N'-3-pyridylcarbodiimide, the N"-cyano-N-neopentyl-N'-3-pyridylguanidine was obtained with a melting point of 214.0°-215.0° C. The reactants are CC#N, CCN(C(C)C)C(C)C, CC(OC1CCC(N)C1c1ccc(F)cc1)c1cc(C(F)(F)F)cc(C(F)(F)F)c1, O=C1CCC(CBr)N1. The product is CC(OC1CCC(NCC2CCC(=O)N2)C1c1ccc(F)cc1)c1cc(C(F)(F)F)cc(C(F)(F)F)c1. Reaction SMILES: [CH3:48][C:49]#[N:50].[CH:39]([N:40]([CH2:41][CH3:42])[CH:43]([CH3:44])[CH3:45])([CH3:46])[CH3:47].[F:1][C:2]([c:3]1[cH:4][c:5]([CH:13]([CH3:14])[O:15][CH:16]2[CH:17]([c:22]3[cH:23][cH:24][c:25]([F:28])[cH:26][cH:27]3)[CH:18]([NH2:21])[CH2:19][CH2:20]2)[cH:6][c:7]([C:9]([F:10])([F:11])[F:12])[cH:8]1)([F:29])[F:30].[NH:31]1[C:32](=[O:38])[CH2:33][CH2:34][CH:35]1[CH2:36][Br:37]>>[F:1][C:2]([c:3]1[cH:4][c:5]([CH:13]([CH3:14])[O:15][CH:16]2[CH:17]([c:22]3[cH:23][cH:24][c:25]([F:28])[cH:26][cH:27]3)[CH:18]([NH:21][CH2:36][CH:35]3[NH:31][C:32](=[O:38])[CH2:33][CH2:34]3)[CH2:19][CH2:20]2)[cH:6][c:7]([C:9]([F:10])([F:11])[F:12])[cH:8]1)([F:29])[F:30]. Reactants: ClC1=CC(=C(CCl)C=C1)[N+](=O)[O-] (4-chloro-2-nitrobenzyl chloride), [I-].[Na+] (sodium iodide), OCC(C(=O)OC)NS(=O)(=O)C1=CC=C(C=C1)OC (methyl 3-hydroxy-2-(4-methoxy-benzenesulfonylamino)propionate), N-dimethylformamide, [H-].[Na+] (NaH). Solvent: CN(C=O)C (dimethylformamide). Yields the product OCC(C(=O)OC)N(CC1=C(C=C(C=C1)Cl)[N+](=O)[O-])S(=O)(=O)C1=CC=C(C=C1)OC (Methyl 3-Hydroxy-2-[(4-methoxybenzenesulfonyl)-(4-chloro-2-nitrobenzyl)amino]propionate). Yield: 115.5%. As a reaction SMILES: [OH:1][CH2:2][CH:3]([NH:8][S:9]([C:12]1[CH:17]=[CH:16][C:15]([O:18][CH3:19])=[CH:14][CH:13]=1)(=[O:11])=[O:10])[C:4]([O:6][CH3:7])=[O:5].[H-].[Na+].[I-].[Na+].[Cl:24][C:25]1[CH:32]=[CH:31][C:28]([CH2:29]Cl)=[C:27]([N+:33]([O-:35])=[O:34])[CH:26]=1>CN(C)C=O>[OH:1][CH2:2][CH:3]([N:8]([S:9]([C:12]1[CH:13]=[CH:14][C:15]([O:18][CH3:19])=[CH:16][CH:17]=1)(=[O:11])=[O:10])[CH2:29][C:28]1[CH:31]=[CH:32][C:25]([Cl:24])=[CH:26][C:27]=1[N+:33]([O-:35])=[O:34])[C:4]([O:6][CH3:7])=[O:5] |f:1.2,3.4|. Procedure: To a solution of 0.289 g (1 mmol) of methyl 3-hydroxy-2-(4-methoxy-benzenesulfonylamino)propionate in 4 ml of N N-dimethylformamide cooled in an ice bath was added 40 mg of NaH (60% in oil) (1 mmol). After the gas evolution ceased, 0.165 g (1.1 mmol) of sodium iodide was added, followed by the addition of 0.226 g (1.1 mmol) of 4-chloro-2-nitrobenzyl chloride in 1 ml of dimethylformamide. The solution became purple and was stirred at room temperature over the weekend. The solvent was removed unde... The reactants are COC=1C=C2C(=CCC2=CC1C)C#N (5-methoxy-6-methylinden-3-carbonitrile), [H][H] (hydrogen). The reagents and catalysts are [Pt] (platinum on carbon), [Pd] (palladium on carbon). Run in C(C)(=O)OCC (ethyl acetate). Run at time 45 minute. The product is COC1=C(C=C2CCC(C2=C1)C#N)C (6-Methoxy-5-methylindanecarbonitrile). Yield: 91.6%. RXN SMILES: [CH3:1][O:2][C:3]1[CH:4]=[C:5]2[C:9](=[CH:10][C:11]=1[CH3:12])[CH2:8][CH:7]=[C:6]2[C:13]#[N:14].[H][H]>[Pd].[Pt].C(OCC)(=O)C>[CH3:1][O:2][C:3]1[CH:4]=[C:5]2[C:9]([CH2:8][CH2:7][CH:6]2[C:13]#[N:14])=[CH:10][C:11]=1[CH3:12]. Procedure: Under a nitrogen atmosphere, 0.1 gram (catalyst) of 10% palladium on carbon and 0.05 gram (catalyst) of 5% platinum on carbon were placed in a 250 mL Parr hydrogenation bottle, followed by a solution of 2.5 grams (0.014 mole) of 5-methoxy-6-methylinden-3-carbonitrile (iii) in 100 mL of ethyl acetate. The mixture was hydrogenated in a Parr hydrogenation apparatus for about 45 minutes, during which time the theoretical amount of hydrogen was taken up by the reaction. The reaction mixture was then ...